This data is from the Open Reaction Database (ORD), a public repository of structured organic reaction records. The task is: describe an organic reaction: reactants, conditions, products, and yield Starting materials: Cc1cc(CC(NC(=O)N2CCC(N3Cc4cccc(F)c4NC3=O)CC2)c2nnn[nH]2)cc2cn[nH]c12, C1CCOC1, CC(C)(C)OC(=O)N1CCC(CO)CC1, c1ccc(P(c2ccccc2)c2ccccc2)cc1. Product: Cc1cc(CC(NC(=O)N2CCC(N3Cc4cccc(F)c4NC3=O)CC2)c2nnnn2CC2CCN(C(=O)OC(C)(C)C)CC2)cc2cn[nH]c12. Reaction SMILES: [F:1][c:2]1[cH:3][cH:4][cH:5][c:6]2[c:11]1[NH:10][C:9](=[O:12])[N:8]([CH:13]1[CH2:14][CH2:15][N:16]([C:19](=[O:20])[NH:21][CH:22]([CH2:23][c:24]3[cH:25][c:26]4[cH:27][n:28][nH:29][c:30]4[c:31]([CH3:33])[cH:32]3)[c:34]3[n:35][n:36][n:37][nH:38]3)[CH2:17][CH2:18]1)[CH2:7]2.[O:73]1[CH2:74][CH2:75][CH2:76][CH2:77]1.[OH:39][CH2:40][CH:41]1[CH2:42][CH2:43][N:44]([C:47](=[O:48])[O:49][C:50]([CH3:51])([CH3:52])[CH3:53])[CH2:45][CH2:46]1.[c:54]1([P:55]([c:56]2[cH:57][cH:58][cH:59][cH:60][cH:61]2)[c:62]2[cH:63][cH:64][cH:65][cH:66][cH:67]2)[cH:68][cH:69][cH:70][cH:71][cH:72]1>>[F:1][c:2]1[cH:3][cH:4][cH:5][c:6]2[c:11]1[NH:10][C:9](=[O:12])[N:8]([CH:13]1[CH2:14][CH2:15][N:16]([C:19](=[O:20])[NH:21][CH:22]([CH2:23][c:24]3[cH:25][c:26]4[cH:27][n:28][nH:29][c:30]4[c:31]([CH3:33])[cH:32]3)[c:34]3[n:35]([CH2:40][CH:41]4[CH2:42][CH2:43][N:44]([C:47](=[O:48])[O:49][C:50]([CH3:51])([CH3:52])[CH3:53])[CH2:45][CH2:46]4)[n:36][n:37][n:38]3)[CH2:17][CH2:18]1)[CH2:7]2. The reactants are C(C)(C)(C)OC(=O)N1CC(CCC1)(C(=O)O)NC(=O)OCC1C2=CC=CC=C2C=2C=CC=CC12 (1-(tert-butoxycarbonyl)-3-{[(9H-fluoren-9-ylmethoxy)carbonyl]amino}piperidine-3-carboxylic acid), C(C)(C)(C)OC(=O)N1CC(CCC1)(C(=O)O)NC(=O)OCC1C2=CC=CC=C2C=2C=CC=CC12 (1-(tert-butoxycarbonyl)-3-{[(9H-fluoren-9-ylmethoxy)carbonyl]amino}piperidine-3-carboxylic acid). Solvent: C(C)(C)(C)OC.C(C)(C)O (tert-butylmethylether iso-propanol). Yields the product NC1(CN(CCC1)C(=O)OC(C)(C)C)C(=O)O (3-amino-1-(tert-butoxycarbonyl)piperidine-3-carboxylic acid). Reaction SMILES: [C:1]([O:5][C:6]([N:8]1[CH2:13][CH2:12][CH2:11][C:10]([NH:17]C(OCC2C3C=CC=CC=3C3C2=CC=CC=3)=O)([C:14]([OH:16])=[O:15])[CH2:9]1)=[O:7])([CH3:4])([CH3:3])[CH3:2]>C(OC)(C)(C)C.C(O)(C)C>[NH2:17][C:10]1([C:14]([OH:16])=[O:15])[CH2:11][CH2:12][CH2:13][N:8]([C:6]([O:5][C:1]([CH3:2])([CH3:3])[CH3:4])=[O:7])[CH2:9]1 |f:1.2|. Procedure: 1-(tert-butoxycarbonyl)-3-{[(9H-fluoren-9-ylmethoxy)carbonyl]amino}piperidine-3-carboxylic acid was resolved by chiral HPLC resolution {Merck 50 mm 16 μm Kromasil Chirose 2 No. CT9014, tert-butylmethylether/iso-propanol (90/10). The second eluted enantiomer (800 mg, 1.71 mmol) 1-(tert-butoxycarbonyl)-3-{[(9H-fluoren-9-ylmethoxy)carbonyl]amino}piperidine-3-carboxylic acid (Isomer 2) was deprotected using an analogous procedure to that described for the equivalent step in Example 89 to give 3-amin...